Dataset: the Open Reaction Database (ORD), a public repository of structured organic reaction records. Task: describe an organic reaction: reactants, conditions, products, and yield The reactants are Cl.CC1OC(N(C2=C1C=CC=C2)C2CCNCC2)=O (4-Methyl-1-piperidin-4-yl-1,4-dihydro-2H-3,1-benzoxazin-2-one hydrochloride), ClC1=CC=C(C=N1)C(=O)NC(C)C (6-Chloro-N-(1-methylethyl)pyridine-3-carboxamide). Yields the product ClC=1C=C(C=NC1N1CCC(CC1)N1C(OC(C2=C1C=CC=C2)C)=O)C(=O)NC(C)C (5-Chloro-N-(1-methylethyl)-6-[4-(4-methyl-2-oxo-2H-3,1-benzoxazin-1(4H)-yl)piperidin-1-yl]pyridine-3-carboxamide). As a reaction SMILES: [ClH:1].[CH3:2][CH:3]1[C:8]2[CH:9]=[CH:10][CH:11]=[CH:12][C:7]=2[N:6]([CH:13]2[CH2:18][CH2:17][NH:16][CH2:15][CH2:14]2)[C:5](=[O:19])[O:4]1.Cl[C:21]1[N:26]=[CH:25][C:24]([C:27]([NH:29][CH:30]([CH3:32])[CH3:31])=[O:28])=[CH:23][CH:22]=1>>[Cl:1][C:22]1[CH:23]=[C:24]([C:27]([NH:29][CH:30]([CH3:32])[CH3:31])=[O:28])[CH:25]=[N:26][C:21]=1[N:16]1[CH2:17][CH2:18][CH:13]([N:6]2[C:7]3[CH:12]=[CH:11][CH:10]=[CH:9][C:8]=3[CH:3]([CH3:2])[O:4][C:5]2=[O:19])[CH2:14][CH2:15]1 |f:0.1|. Reported procedure: The title compound was prepared from the product of step (ii) (0.36 g) and the product from example 117 step (i) (0.466 g) using the method of example 115 step (ii). Yield 0.112 g The reactants are C1(CCC2=CC=CC=C12)N (1-indanamine), C([O-])([O-])=O.[K+].[K+] (potassium carbonate), BrCC(=O)OCC (ethyl bromoacetate), ice water. Solvent: CO (methanol). Product: C(C)OC(CNC1CCC2=CC=CC=C12)=O (N-(1-indanyl) glycine ethyl ester). The yield is 41.1%. As a reaction SMILES: [CH:1]1([NH2:10])[C:9]2[C:4](=[CH:5][CH:6]=[CH:7][CH:8]=2)[CH2:3][CH2:2]1.C(=O)([O-])[O-].[K+].[K+].Br[CH2:18][C:19]([O:21][CH2:22][CH3:23])=[O:20]>CO>[CH2:22]([O:21][C:19](=[O:20])[CH2:18][NH:10][CH:1]1[C:9]2[C:4](=[CH:5][CH:6]=[CH:7][CH:8]=2)[CH2:3][CH2:2]1)[CH3:23] |f:1.2.3|. Reported procedure: To a solution of 13.3 g of 1-indanamine in 100 ml of methanol are added 6.9 g of potassium carbonate and 16.9 g of ethyl bromoacetate, and the mixture is refluxed for 30 minutes. The reaction mixture is poured into 300 ml of ice-water, and subjected to extraction with 500 ml of ethyl acetate. The extract is washed with water, dried, and concentrated under reduced pressure, and the residue is subjected to silica gel column chromatography and eluted with acetone-benzene (1:20) to give 9.0 g of N-(... Reactants: CCCOC(=O)N1CCN(C(=O)C(CC(F)(F)F)NC(=O)OCc2ccccc2)CC1, CCO, [H][H]. Product: CCCOC(=O)N1CCN(C(=O)C(N)CC(F)(F)F)CC1. As a reaction SMILES: [CH2:1]([CH2:2][CH3:3])[O:4][C:5](=[O:6])[N:7]1[CH2:8][CH2:9][N:10]([C:13]([CH:14]([CH2:15][C:16]([F:17])([F:18])[F:19])[NH:20][C:21]([O:22][CH2:23][c:24]2[cH:25][cH:26][cH:27][cH:28][cH:29]2)=[O:30])=[O:31])[CH2:11][CH2:12]1.[CH3:34][CH2:35][OH:36].[H:32][H:33]>>[CH2:1]([CH2:2][CH3:3])[O:4][C:5](=[O:6])[N:7]1[CH2:8][CH2:9][N:10]([C:13]([CH:14]([CH2:15][C:16]([F:17])([F:18])[F:19])[NH2:20])=[O:31])[CH2:11][CH2:12]1. The reactants are C(C)(=O)NC1(C=2C=CC=CC2C=2NC(C=3N(C21)C=CN3)=O)CCCCC3=CC=CC=C3 ((10 RS)-10-acetamido-10-(4-phenylbutyl)-5H,10H-imidazo-[1,2-a]indeno[1,2-e]pyrazin-4-one), Cl (hydrochloric acid). Product: Cl.NC1(C=2C=CC=CC2C=2NC(C=3N(C21)C=CN3)=O)CCCCC3=CC=CC=C3 ((10RS)-10-amino-10-(4-phenylbutyl)-5H,10H-imidazo[1,2-a]indeno[1,2-e]pyrazin-4-one hydrochloride). RXN SMILES: C([NH:4][C:5]1([CH2:22][CH2:23][CH2:24][CH2:25][C:26]2[CH:31]=[CH:30][CH:29]=[CH:28][CH:27]=2)[C:17]2[N:16]3[CH:18]=[CH:19][N:20]=[C:15]3[C:14](=[O:21])[NH:13][C:12]=2[C:11]2[CH:10]=[CH:9][CH:8]=[CH:7][C:6]1=2)(=O)C.[ClH:32]>>[ClH:32].[NH2:4][C:5]1([CH2:22][CH2:23][CH2:24][CH2:25][C:26]2[CH:31]=[CH:30][CH:29]=[CH:28][CH:27]=2)[C:17]2[N:16]3[CH:18]=[CH:19][N:20]=[C:15]3[C:14](=[O:21])[NH:13][C:12]=2[C:11]2[CH:10]=[CH:9][CH:8]=[CH:7][C:6]1=2 |f:2.3|. Procedure: A suspension of 200 mg of (10 RS)-10-acetamido-10-(4-phenylbutyl)-5H,10H-imidazo-[1,2-a]indeno[1,2-e]pyrazin-4-one in 15 ml of 6N hydrochloric acid is refluxed for 2 hours. The reaction medium is cooled and filtered on a sinter funnel. The solid obtained is crystallized from 5 ml of ethanol. 85 mg of (10RS)-10-amino-10-(4-phenylbutyl)-5H,10H-imidazo[1,2-a]indeno[1,2-e]pyrazin-4-one hydrochloride are thus obtained [1H NMR spectrum: (300 MHz, (CD3)2SO-d6 ; δ in ppm): 0.65 (mt, 2H: CH2); 1.38 (mt, ... Starting materials: Cl (hydrochloride), succinimide 3,4-dihydrocarbostyril 6-carbostyril-6-carboxylate, C(\C=C(/C)\CCC=C(C)C)N1CCNCC1 (geranylpiperazine), CN(C=O)C (dimethylformamide), O (water), Cl (hydrochloric acid). Run in C(C)O (ethanol). Conditions: time 24 hour. The product is Cl.C(\C=C(/C)\CCC=C(C)C)N1CCN(CC1)C=1C=C2CCC(NC2=CC1)=O (6-(4-geranyl-1-Piperazinyl)-3,4-dihydrocarbostyril.hydrochloride). As a reaction SMILES: [CH2:1]([N:11]1[CH2:16][CH2:15][NH:14][CH2:13][CH2:12]1)/[CH:2]=[C:3](/[CH2:5][CH2:6][CH:7]=[C:8]([CH3:10])[CH3:9])\[CH3:4].O.[ClH:18].[CH3:19][N:20](C)[CH:21]=[O:22]>C(O)C>[ClH:18].[CH2:1]([N:11]1[CH2:12][CH2:13][N:14]([C:3]2[CH:5]=[C:6]3[C:19](=[CH:1][CH:2]=2)[NH:20][C:21](=[O:22])[CH2:8][CH2:7]3)[CH2:15][CH2:16]1)/[CH:2]=[C:3](/[CH2:5][CH2:6][CH:7]=[C:8]([CH3:9])[CH3:10])\[CH3:4] |f:5.6|. Procedure details: 127 Milligrams of succinimide 3,4-dihydrocarbostyril-6-carbostyril-6-carboxylate and 117 mg of geranylpiperazine were dissolved in 2 ml of dimethylformamide, and the solution was stirred for 24 hours. To the reaction mixture was added a certain amount of water and then extracted with chloroform, the chloroform layer was washed with water and an aqueous solution saturated with sodium chloride. Then the chloroform extract was dried with anhydrous sodium sulfate, and the solvent was removed by evap... The reactants are CCO, N#CBr, NCCNc1ccccc1. The product is Br, NC1=NCCN1c1ccccc1. As a reaction SMILES: [CH3:14][CH2:15][OH:16].[N:11]#[C:12][Br:13].[c:1]1([NH:7][CH2:8][CH2:9][NH2:10])[cH:2][cH:3][cH:4][cH:5][cH:6]1>>[BrH:13].[c:1]1([N:7]2[CH2:8][CH2:9][N:10]=[C:12]2[NH2:11])[cH:2][cH:3][cH:4][cH:5][cH:6]1. Isolated yield 98.9%. Run in C1CCOC1 (THF), C1CCOC1 (THF), C1CCOC1 (THF). Reaction conditions: temperature -75 celsius, time 1 hour. The product is C(C)(C)(C)OC(NC1CC(CCC1)O)=O (tert-butyl(3-Hydroxycyclohexyl)carbamate). Reaction SMILES: [C:1]([O:5][C:6](=[O:15])[NH:7][CH:8]1[CH2:13][CH2:12][CH2:11][C:10](=[O:14])[CH2:9]1)([CH3:4])([CH3:3])[CH3:2].C[Li].[Cl-].N>C1COCC1>[C:1]([O:5][C:6](=[O:15])[NH:7][CH:8]1[CH2:13][CH2:12][CH2:11][CH:10]([OH:14])[CH2:9]1)([CH3:4])([CH3:2])[CH3:3] |f:2.3|. The reactants are C[Li] (methyllithium), C[Li] (methyllithium), [Cl-].N (ammonia chloride), C(C)(C)(C)OC(NC1CC(CCC1)=O)=O (tert-butyl(3-oxocyclohexyl)carbamate). Procedure: To a degassed suspension of tert-butyl(3-oxocyclohexyl)carbamate (4.0 g, 18.78 mmol) in dry THF 200 mL) was added a solution of methyllithium in THF (3M, 25.0 mL, 75 mmol) at −75° C. The resulting reaction mixture was stirred at −75° C. for 1 h. A solution of methyllithium in THF (3M, 25.0 mL, 75 mmol) was added at −75° C. and the mixture was stirred for 1 h. Aqueous ammonia chloride solution was added dropwise to quench the reaction. The resulting reaction mixture was continued to stir at room ... Starting materials: CC1([C@@H]2[C@H]1CC1=C(SC(=C21)C)C(=O)O)C ((1aS,5aR)-1,1,2-trimethyl-1,1a,5,5a-tetrahydro-3-thia-cyclopropa[a]pentalene-4-carboxylic acid), NCC1=C(C=C(OCCO)C=C1)OC (2-(4-aminomethyl-3-methoxy-phenoxy)-ethanol), CN(C)C(=[N+](C)C)ON1C2=C(C=CC=C2)N=N1.[B-](F)(F)(F)F (TBTU), C(C)N(C(C)C)C(C)C (ethyl-diisopropylamine). The solvent is CN(C)C=O (DMF). Conditions: time 30 minute. Yields the product OCCOC1=CC(=C(CNC(=O)C2=C3C[C@@H]4[C@H](C3=C(S2)C)C4(C)C)C=C1)OC ((1aS,5aR)-1,1,2-trimethyl-1,1a,5,5a-tetrahydro-3-thia-cyclopropa[a]pentalene-4-carboxylic acid 4-(2-hydroxy-ethoxy)-2-methoxy-benzylamide). The yield is 54.1%. Reaction SMILES: [CH3:1][C:2]1([CH3:15])[C@@H:4]2[CH2:5][C:6]3[C:10]([C@H:3]12)=[C:9]([CH3:11])[S:8][C:7]=3[C:12]([OH:14])=O.CN(C(ON1N=NC2C=CC=CC1=2)=[N+](C)C)C.[B-](F)(F)(F)F.C(N(C(C)C)C(C)C)C.[NH2:47][CH2:48][C:49]1[CH:58]=[CH:57][C:52]([O:53][CH2:54][CH2:55][OH:56])=[CH:51][C:50]=1[O:59][CH3:60]>CN(C=O)C>[OH:56][CH2:55][CH2:54][O:53][C:52]1[CH:57]=[CH:58][C:49]([CH2:48][NH:47][C:12]([C:7]2[S:8][C:9]([CH3:11])=[C:10]3[C:6]=2[CH2:5][C@H:4]2[C:2]([CH3:1])([CH3:15])[C@H:3]23)=[O:14])=[C:50]([O:59][CH3:60])[CH:51]=1 |f:1.2|. Procedure details: A solution of (1aS,5aR)-1,1,2-trimethyl-1,1a,5,5a-tetrahydro-3-thia-cyclopropa[a]pentalene-4-carboxylic acid (7.8 mg, 0.035 mmol), TBTU (11.2 mg, 0.035 mmol) and ethyl-diisopropylamine (18.0 μL, 0.105 mmol) in DMF (1 mL) is allowed to stand at rt for 30 min. The solution is added to 2-(4-aminomethyl-3-methoxy-phenoxy)-ethanol (6.4 mg, 0.035 mmol) and the mixture is allowed to stand at rt for 1 h. The mixture is separated by prep. HPLC to afford (1aS,5aR)-1,1,2-trimethyl-1,1a,5,5a-tetrahydro-3-th... The reactants are Cc1cc(Br)c(S(=O)(=O)Cl)cc1C(=O)O, N. Yields the product Cc1cc(Br)c(S(N)(=O)=O)cc1C(=O)O. As a reaction SMILES: [CH3:1][c:2]1[c:3]([C:4](=[O:5])[OH:6])[cH:7][c:8]([S:12](=[O:13])(=[O:14])[Cl:15])[c:9]([Br:11])[cH:10]1.[NH3:16]>>[CH3:1][c:2]1[c:3]([C:4](=[O:5])[OH:6])[cH:7][c:8]([S:12](=[O:13])(=[O:14])[NH2:16])[c:9]([Br:11])[cH:10]1.